Dataset: the Open Reaction Database (ORD), a public repository of structured organic reaction records. Task: describe an organic reaction: reactants, conditions, products, and yield Reactants: C(CC)SC=1N=C(C2=C(N1)N(N=N2)[C@H]2[C@H](OC(C1=CC=CC=C1)=O)[C@H](OC(C1=CC=CC=C1)=O)[C@H](O2)COC(C2=CC=CC=C2)=O)SCCC (5,7-bis(propylthio)-3-(2,3,5-tri-O-benzoyl-β-D-ribo-furanosyl)-3H-1,2,3-triazolo[4,5-d]pyrimidine), C(CC)SC=1N=C(C=2C(N1)=NN(N2)[C@H]2[C@H](OC(C1=CC=CC=C1)=O)[C@H](OC(C1=CC=CC=C1)=O)[C@H](O2)COC(C2=CC=CC=C2)=O)SCCC (5,7-bis(propylthio)-2-(2,3,5-tri-O-benzoyl-β-D-ribo-furanosyl)-2H-1,2,3-triazolo[4,5-d]pyrimidine). Reaction conditions: time 1 hour. Product: C(CC)SC=1N=C(C2=C(N1)N=NN2[C@H]2[C@H](OC(C1=CC=CC=C1)=O)[C@H](OC(C1=CC=CC=C1)=O)[C@H](O2)COC(C2=CC=CC=C2)=O)SCCC (5,7-bis(propylthio)-1-(2,3,5-tri-O-benzoyl-β-D-ribo-furanosyl)-1H-1,2,3-triazolo[4,5-d]pyrimidine). As a reaction SMILES: C(SC1N=C(SCCC)C2N=NN([C@@H:14]3[O:36][C@H:35]([CH2:37][O:38][C:39](=[O:46])[C:40]4[CH:45]=[CH:44][CH:43]=[CH:42][CH:41]=4)[C@@H:25]([O:26][C:27](=[O:34])[C:28]4[CH:33]=[CH:32][CH:31]=[CH:30][CH:29]=4)[C@H:15]3[O:16][C:17](=[O:24])[C:18]3[CH:23]=[CH:22][CH:21]=[CH:20][CH:19]=3)C=2N=1)CC.[CH2:51]([S:54][C:55]1[N:56]=[C:57]([S:97][CH2:98][CH2:99][CH3:100])[C:58]2[C:59](=[N:61][N:62]([C@@H]3O[C@H](COC(=O)C4C=CC=CC=4)[C@@H](OC(=O)C4C=CC=CC=4)[C@H]3OC(=O)C3C=CC=CC=3)[N:63]=2)[N:60]=1)[CH2:52][CH3:53]>>[CH2:51]([S:54][C:55]1[N:56]=[C:57]([S:97][CH2:98][CH2:99][CH3:100])[C:58]2[N:63]([C@@H:14]3[O:36][C@H:35]([CH2:37][O:38][C:39](=[O:46])[C:40]4[CH:45]=[CH:44][CH:43]=[CH:42][CH:41]=4)[C@@H:25]([O:26][C:27](=[O:34])[C:28]4[CH:33]=[CH:32][CH:31]=[CH:30][CH:29]=4)[C@H:15]3[O:16][C:17](=[O:24])[C:18]3[CH:23]=[CH:22][CH:21]=[CH:20][CH:19]=3)[N:62]=[N:61][C:59]=2[N:60]=1)[CH2:52][CH3:53]. Procedure: Hydrogen bromide gas was bubbled into an ice-cooled solution of 1-O-acetyl-2,3,5-tri-O-benzoyl-β-D-ribofuranose (2.02 g) in dichloromethane (15 ml) for 15 min. The reaction was stirred at 0° for 1 hour then at room temperature for 15 min. The solution was concentrated and the residue azeotroped with dichloromethane (3×50 ml). Sodium hydride (60%, 0.19 g) was added to a stirred suspension of the product of step b) (1.08 g) in acetonitrile (29 ml). After stirring at room temperature for 15 min the... Procedure details: 3-(pyrimidin-5-yloxy)-4,5-dihydroisoxazole I-139a and I-139b was prepared in 3 steps from 4-butoxybenzaldehyde using Method 8 followed by cycloaddition using Method 1. The resulting bromo-4,5-dihydroisoxazole was reacted with 5-hydroxypyrimidine using Method 5. These compounds can be separated using chiral HPLC methods known in the art. For example, see chiral HPLC Method disclosed herein. [M+H]+=314.9 m/z. Activity: A Starting materials: C(CCC)OC1=CC=C(C=O)C=C1 (4-butoxybenzaldehyde), BrC1=NOCC1 (bromo-4,5-dihydroisoxazole), OC=1C=NC=NC1 (5-hydroxypyrimidine). Yields the product N1=CN=CC(=C1)OC1=NOCC1 (3-(pyrimidin-5-yloxy)-4,5-dihydroisoxazole). Reaction SMILES: C(OC1C=CC(C=O)=CC=1)CCC.Br[C:15]1[CH2:19][CH2:18][O:17][N:16]=1.[OH:20][C:21]1[CH:22]=[N:23][CH:24]=[N:25][CH:26]=1>>[N:23]1[CH:22]=[C:21]([O:20][C:15]2[CH2:19][CH2:18][O:17][N:16]=2)[CH:26]=[N:25][CH:24]=1. As a reaction SMILES: C[O:2][C:3](=[O:23])/[CH:4]=[CH:5]/[C:6]1[CH:7]=[C:8]2[C:19](=[CH:20][CH:21]=1)[O:18][C:11]1([CH2:14][N:13]([C:15](=[O:17])[CH3:16])[CH2:12]1)[CH2:10][C:9]2=[O:22].[OH-].[Na+]>>[C:15]([N:13]1[CH2:12][C:11]2([CH2:10][C:9](=[O:22])[C:8]3[C:19](=[CH:20][CH:21]=[C:6](/[CH:5]=[CH:4]/[C:3]([OH:23])=[O:2])[CH:7]=3)[O:18]2)[CH2:14]1)(=[O:17])[CH3:16] |f:1.2|. Procedure details: (E)-3-[1′-Acetyl-4-oxo-spiro(chromane-2,3′-azetidine)-6-yl]-acrylic acid methyl ester (270 mg, 0.85 mmol) was hydrolyzed with 1 M NaOH (1.1 ml) following the procedure described in Example 30, Step A, giving (E)-3-[1′-acetyl-4-oxo-spiro(chromane-2,3′-azetidine)-6-yl]-acrylic acid (120 mg, hydrochloride salt) as a brown solid. Isolated yield 46.9%. The product is C(C)(=O)N1CC2(C1)OC1=CC=C(C=C1C(C2)=O)/C=C/C(=O)O ((E)-3-[1′-acetyl-4-oxo-spiro(chromane-2,3′-azetidine)-6-yl]-acrylic acid). Reactants: COC(\C=C\C=1C=C2C(CC3(CN(C3)C(C)=O)OC2=CC1)=O)=O ((E)-3-[1′-Acetyl-4-oxo-spiro(chromane-2,3′-azetidine)-6-yl]-acrylic acid methyl ester), [OH-].[Na+] (NaOH). Starting materials: C1(=CC=CC=C1)N1C(OC2(C1)CCN(CC2)C(=O)OCC2=CC=CC=C2)=O (3-phenyl-8-carbobenzyloxy-1-oxa-3,8-diazaspiro[4.5]decan-2-one). Reagents/catalysts: [Pd] (palladium on carbon). Run in C(C)O (ethanol). Conditions: time 6 hour. The product is C1(=CC=CC=C1)N1C(OC2(C1)CCNCC2)=O (3-phenyl-1-oxa-3,8-diazaspiro[4.5]decan-2-one). Isolated yield 113.7%. As a reaction SMILES: [C:1]1([N:7]2[CH2:11][C:10]3([CH2:16][CH2:15][N:14](C(OCC4C=CC=CC=4)=O)[CH2:13][CH2:12]3)[O:9][C:8]2=[O:27])[CH:6]=[CH:5][CH:4]=[CH:3][CH:2]=1>[Pd].C(O)C>[C:1]1([N:7]2[CH2:11][C:10]3([CH2:12][CH2:13][NH:14][CH2:15][CH2:16]3)[O:9][C:8]2=[O:27])[CH:2]=[CH:3][CH:4]=[CH:5][CH:6]=1. Procedure: A mixture of 3.4 g 3-phenyl-8-carbobenzyloxy-1-oxa-3,8-diazaspiro[4.5]decan-2-one, 50 ml ethanol and 0.4 g, 10% palladium on carbon is hydrogenated at room temperature and 60 psi for 6 hours. Filtration and removal of solvent affords 2.45 g 3-phenyl-1-oxa-3,8-diazaspiro[4.5]decan-2-one, a pasty solid; m/e=232 (M+). The product is FC1=CC=C(C=C1)N1C(=NC=C1C(=O)OCC)CNC1=C(C(=CC=C1F)F)F (ethyl 1-(4-fluorophenyl)-2-(((2,3,6-trifluorophenyl)amino)methyl)-1H-imidazole-5-carboxylate). Reaction SMILES: [F:1][C:2]1[CH:7]=[CH:6][C:5]([N:8]2[C:12]([C:13]([O:15][CH2:16][CH3:17])=[O:14])=[CH:11][N:10]=[C:9]2[CH:18]=O)=[CH:4][CH:3]=1.[F:20][C:21]1[C:27]([F:28])=[CH:26][CH:25]=[C:24]([F:29])[C:22]=1[NH2:23].[B][B][B][B][B][B][B][B][B][B]>C(O)(=O)C.CO>[F:1][C:2]1[CH:7]=[CH:6][C:5]([N:8]2[C:12]([C:13]([O:15][CH2:16][CH3:17])=[O:14])=[CH:11][N:10]=[C:9]2[CH2:18][NH:23][C:22]2[C:24]([F:29])=[CH:25][CH:26]=[C:27]([F:28])[C:21]=2[F:20])=[CH:4][CH:3]=1 |^3:29,38,^1:30,31,32,33,34,35,36,37|. The solvent is CO (methanol). The reagents and catalysts are C(C)(=O)O (acetic acid). Procedure: A solution of ethyl 1-(4-fluorophenyl)-2-formyl-1H-imidazole-5-carboxylate (16) (150 mg, 0.57 mmol), 2,3,6-trifluoroaniline (60.4 μL, 0.57 mmol), decaborane (14 mg, 0.11), acetic acid (2 drops), and methanol (6 mL) was stirred at room temperature overnight. The reaction was concentrated and the residue was purified by flash column chromatography on silica gel (0-30% EtOAc in hexanes) to yield ethyl 1-(4-fluorophenyl)-2-(((2,3,6-trifluorophenyl)amino)methyl)-1H-imidazole-5-carboxylate (23). Reactants: FC1=CC=C(C=C1)N1C(=NC=C1C(=O)OCC)C=O (ethyl 1-(4-fluorophenyl)-2-formyl-1H-imidazole-5-carboxylate), FC1=C(N)C(=CC=C1F)F (2,3,6-trifluoroaniline), [B][B][B][B][B][B][B][B][B][B] (decaborane). Reaction SMILES: [C:8]([CH3:9])([CH3:10])([c:11]1[cH:12][cH:13][cH:14][cH:15][cH:16]1)[K:17].[CH:1]12[CH:2]([CH2:3][CH2:4][CH2:5][CH2:6]1)[O:7]2>>[CH:1]1([OH:7])[CH:2]([C:8]([CH3:9])([CH3:10])[c:11]2[cH:12][cH:13][cH:14][cH:15][cH:16]2)[CH2:3][CH2:4][CH2:5][CH2:6]1. Product: CC(C)(c1ccccc1)C1CCCCC1O. The reactants are CC(C)([K])c1ccccc1, C1CCC2OC2C1.